This data is from the Open Reaction Database (ORD), a public repository of structured organic reaction records. The task is: describe an organic reaction: reactants, conditions, products, and yield Starting materials: C(CCCCC)N1C=NC=C1 (1-Hexylimidazole), CS(=O)(=O)OCCOCCOCC(COCCCCCCCCCCCCCCCCCC)OC1=NC=NC=C1 (2-[2-[3-octadecyloxy-2-(pyrimidin-4-yloxy)propoxy]ethoxy]ethyl methanesulfonate), ClCCl (dichloromethane). Run in C(C)O (ethanol). Conditions: temperature 80 celsius. The product is [Cl-].C(CCCCC)[N+]1=CN(C=C1)CCOCCOCC(COCCCCCCCCCCCCCCCCCC)OC1=NC=NC=C1 (1-Hexyl-3-[2-[2-[3-octadecyloxy-2-(pyrimidin-4-yloxy)propoxy]ethoxy]ethyl]imidazolium chloride). RXN SMILES: [CH2:1]([N:7]1[CH:11]=[CH:10][N:9]=[CH:8]1)[CH2:2][CH2:3][CH2:4][CH2:5][CH3:6].CS(O[CH2:17][CH2:18][O:19][CH2:20][CH2:21][O:22][CH2:23][CH:24]([O:45][C:46]1[CH:51]=[CH:50][N:49]=[CH:48][N:47]=1)[CH2:25][O:26][CH2:27][CH2:28][CH2:29][CH2:30][CH2:31][CH2:32][CH2:33][CH2:34][CH2:35][CH2:36][CH2:37][CH2:38][CH2:39][CH2:40][CH2:41][CH2:42][CH2:43][CH3:44])(=O)=O.[Cl:52]CCl>C(O)C>[Cl-:52].[CH2:1]([N+:7]1[CH:11]=[CH:10][N:9]([CH2:17][CH2:18][O:19][CH2:20][CH2:21][O:22][CH2:23][CH:24]([O:45][C:46]2[CH:51]=[CH:50][N:49]=[CH:48][N:47]=2)[CH2:25][O:26][CH2:27][CH2:28][CH2:29][CH2:30][CH2:31][CH2:32][CH2:33][CH2:34][CH2:35][CH2:36][CH2:37][CH2:38][CH2:39][CH2:40][CH2:41][CH2:42][CH2:43][CH3:44])[CH:8]=1)[CH2:2][CH2:3][CH2:4][CH2:5][CH3:6] |f:4.5|. Procedure: 1-Hexylimidazole [304 mg (2 millimoles)] was dissolved in 2-[2-[3-octadecyloxy-2-(pyrimidin-4-yloxy)propoxy]ethoxy]ethyl methanesulfonate [800 mg (1.36 millimole)], and the mixture was heated at 80° C. for 2.5 hours. The mixture was dissolved in a mixture of dichloromethane and ethanol (95:5; 60 ml) and shaken with 30% saline for separation into layers. The lower layer collected was concentrated and purified by silica gel column chromatography [Merck, Art. 7734, 30 g (eluent: chloroform-methanol... Starting materials: CC(C)(C)OC(=O)N1Cc2nn(COCC[Si](C)(C)C)c(C(N)=O)c2C1, Clc1nc(Cl)nc(Cl)n1, CN(C)C=O. The product is CC(C)(C)OC(=O)N1Cc2nn(COCC[Si](C)(C)C)c(C#N)c2C1. RXN SMILES: [C:1]([NH2:2])(=[O:3])[c:4]1[c:5]2[c:6]([n:7][n:8]1[CH2:9][O:10][CH2:11][CH2:12][Si:13]([CH3:14])([CH3:15])[CH3:16])[CH2:17][N:18]([C:20](=[O:21])[O:22][C:23]([CH3:24])([CH3:25])[CH3:26])[CH2:19]2.[Cl:27][c:28]1[n:29][c:30]([Cl:31])[n:32][c:33]([Cl:34])[n:35]1.[O:36]=[CH:37][N:38]([CH3:39])[CH3:40]>>[C:1](#[N:2])[c:4]1[c:5]2[c:6]([n:7][n:8]1[CH2:9][O:10][CH2:11][CH2:12][Si:13]([CH3:14])([CH3:15])[CH3:16])[CH2:17][N:18]([C:20](=[O:21])[O:22][C:23]([CH3:24])([CH3:25])[CH3:26])[CH2:19]2.